From a dataset of the Open Reaction Database (ORD), a public repository of structured organic reaction records. describe an organic reaction: reactants, conditions, products, and yield The reactants are [N+](=O)([O-])C1=CC=C(C(=O)N2CC=3N(CC4=C2C=CC=C4)C=CC3)C=C1 (10,11-dihydro-10(4-nitrobenzoyl)-5H-pyrrolo[2,1-c][1,4]benzodiazepine), C(C)(=O)OCC (ethyl acetate). Reagents/catalysts: [Pd] (Pd/C). The solvent is C(C)O (ethyl alcohol). Run at time 5 hour. The product is NC1=CC=C(C(=O)N2CC=3N(CC4=C2C=CC=C4)C=CC3)C=C1 (10,11-Dihydro-10-(4-aminobenzoyl)-5H-pyrrolo[2,1-c][1,4]benzodiazepine). Yield: 82.4%. As a reaction SMILES: [N+:1]([C:4]1[CH:25]=[CH:24][C:7]([C:8]([N:10]2[C:16]3[CH:17]=[CH:18][CH:19]=[CH:20][C:15]=3[CH2:14][N:13]3[CH:21]=[CH:22][CH:23]=[C:12]3[CH2:11]2)=[O:9])=[CH:6][CH:5]=1)([O-])=O.C(OCC)(=O)C>C(O)C.[Pd]>[NH2:1][C:4]1[CH:25]=[CH:24][C:7]([C:8]([N:10]2[C:16]3[CH:17]=[CH:18][CH:19]=[CH:20][C:15]=3[CH2:14][N:13]3[CH:21]=[CH:22][CH:23]=[C:12]3[CH2:11]2)=[O:9])=[CH:6][CH:5]=1. Procedure details: A mixture of 2.00 g of 10,11-dihydro-10(4-nitrobenzoyl)-5H-pyrrolo[2,1-c][1,4]benzodiazepine in 15 ml of ethyl alcohol and 15 ml of ethyl acetate containing 0.2 g of 10% Pd/C is hydrogenated for 5 hours. The reaction mixture is filtered through a pad of diatomaceous earth. The filtrate is concentrated in vacuo to a solid which is dissolved in methylene chloride, passed through silica gel and the pad washed with 3:1 ethyl acetate-hexane. The filtrate is concentrated in vacuo to give 1.5 g of the ... Reactants: C1(CCCC1)C=1NC=2CC(CC(C2C(C1C(C1=CC=C(C=C1)C(F)(F)F)=O)C1CCCCC1)=O)(C)C (2-cyclopentyl-4-cyclohexyl-7,7-dimethyl-3-(4-trifluoromethylbenzoyl)-4,6,7,8-tetrahydro-1H-quinolin-5-one), ClC=1C(C(=C(C(C1Cl)=O)C#N)C#N)=O (2,3-dichloro-5,6-dicyano-1,4-benzoquinone). The solvent is ClCCl (dichloromethane). Product: C1(CCCC1)C1=NC=2CC(CC(C2C(=C1C(C1=CC=C(C=C1)C(F)(F)F)=O)C1CCCCC1)=O)(C)C (2-cyclopentyl-4-cyclohexyl-7,7-dimethyl-3-(4-trifluoromethylbenzoyl)-7,8-dihydro-6H-quinolin-5-one). Reaction SMILES: [CH:1]1([C:6]2[NH:7][C:8]3[CH2:9][C:10]([CH3:36])([CH3:35])[CH2:11][C:12](=[O:34])[C:13]=3[CH:14]([CH:28]3[CH2:33][CH2:32][CH2:31][CH2:30][CH2:29]3)[C:15]=2[C:16](=[O:27])[C:17]2[CH:22]=[CH:21][C:20]([C:23]([F:26])([F:25])[F:24])=[CH:19][CH:18]=2)[CH2:5][CH2:4][CH2:3][CH2:2]1.ClC1C(=O)C(C#N)=C(C#N)C(=O)C=1Cl>ClCCl>[CH:1]1([C:6]2[C:15]([C:16](=[O:27])[C:17]3[CH:18]=[CH:19][C:20]([C:23]([F:25])([F:26])[F:24])=[CH:21][CH:22]=3)=[C:14]([CH:28]3[CH2:33][CH2:32][CH2:31][CH2:30][CH2:29]3)[C:13]3[C:12](=[O:34])[CH2:11][C:10]([CH3:36])([CH3:35])[CH2:9][C:8]=3[N:7]=2)[CH2:2][CH2:3][CH2:4][CH2:5]1. Procedure details: 3.13 g (6.3 mmol) of the compound from Example 1A are dissolved in 64 ml of dichloromethane, and 1.42 g (6.3 mmol) of 2,3-dichloro-5,6-dicyano-1,4-benzoquinone (DDQ) are added a little at a time at 0° C. With stirring, the mixture is warmed to room temperature over a period of 3 h. The mixture is concentrated on a rotary evaporator and the residue is purified by chromatography (silica gel, mobile phase: cyclohexane/ethyl acetate 5:1). The reactants are Cl.C(C)(=O)NCSC[C@H](N)C(=O)O (S-acetamidomethylcysteine hydrochloride), C(C)(C)(C)OC(=O)N=[N+]=[N-] (t-butoxycarbonylazide), O1CCOCC1 (dioxane), [O-2].[Mg+2] (magnesium oxide). Run in C(C)(=O)OCC (ethyl acetate), O (water), C1=CC=CC=C1 (benzene), C1=CC=CC=C1 (benzene). Conditions: time 30 minute. Yields the product C(C)(C)(C)OC(=O)N[C@@H](CSCNC(C)=O)C(=O)O (N-TERTIARY BUTOXYCARBONYL-S-ACETAMIDOMETHYLCYSTEINE). As a reaction SMILES: Cl.[C:2]([NH:5][CH2:6][S:7][CH2:8][C@@H:9]([C:11]([OH:13])=[O:12])[NH2:10])(=[O:4])[CH3:3].O1CCOCC1.[O-2].[Mg+2].[C:22]([O:26][C:27](N=[N+]=[N-])=[O:28])([CH3:25])([CH3:24])[CH3:23]>C(OCC)(=O)C.C1C=CC=CC=1.O>[C:22]([O:26][C:27]([NH:10][C@H:9]([C:11]([OH:13])=[O:12])[CH2:8][S:7][CH2:6][NH:5][C:2](=[O:4])[CH3:3])=[O:28])([CH3:25])([CH3:24])[CH3:23] |f:0.1,3.4|. Reported procedure: 22.8 grams (0.1 mole) of S-acetamidomethylcysteine hydrochloride are dissolved in 250 ml. of 50% dioxane (peroxide-free) in a 500 ml. 3-neck flask equipped with a mechanical stirrer and condenser. 12 grams of magnesium oxide (0.3 mole) are added, and the mixture is stirred at room temperature for 30 minutes. 15.7 grams (0.11 mole) of redistilled t-butoxycarbonylazide are added, and the mixture is stirred for 20 hours in an oil bath at 45° C. The reaction mixture is then cooled to room temperatur... The reactants are CCOC(=O)CBr, COC1CC(CC#N)N(C(=O)OCc2ccccc2)C1, CCOC(C)=O, Cl, C1CCOC1, C1COCCO1, O, [Zn]. The product is CCOC(=O)CC(=O)CC1CC(OC)CN1C(=O)OCc1ccccc1. RXN SMILES: [Br:1][CH2:2][C:3](=[O:4])[O:5][CH2:6][CH3:7].[CH2:8]([c:9]1[cH:10][cH:11][cH:12][cH:13][cH:14]1)[O:15][C:16](=[O:17])[N:18]1[CH:19]([CH2:25][C:26]#[N:27])[CH2:20][CH:21]([O:23][CH3:24])[CH2:22]1.[CH3:34][CH2:35][O:36][C:37](=[O:38])[CH3:39].[ClH:46].[O:29]1[CH2:30][CH2:31][CH2:32][CH2:33]1.[O:40]1[CH2:41][CH2:42][O:43][CH2:44][CH2:45]1.[OH2:28].[Zn:47]>>[CH2:2]([C:3](=[O:4])[O:5][CH2:6][CH3:7])[C:26]([CH2:25][CH:19]1[N:18]([C:16]([O:15][CH2:8][c:9]2[cH:10][cH:11][cH:12][cH:13][cH:14]2)=[O:17])[CH2:22][CH:21]([O:23][CH3:24])[CH2:20]1)=[O:28]. The reactants are COC(=O)Cc1cccc(Oc2ccc(C(F)(F)F)cc2CNC2Cc3ccccc3C2)c1, COC(=O)Cl. Product: COC(=O)Cc1cccc(Oc2ccc(C(F)(F)F)cc2CN(C(=O)OC)C2Cc3ccccc3C2)c1. As a reaction SMILES: [CH3:1][O:2][C:3]([CH2:4][c:5]1[cH:6][c:7]([O:11][c:12]2[c:13]([CH2:22][NH:23][CH:24]3[CH2:25][c:26]4[cH:27][cH:28][cH:29][cH:30][c:31]4[CH2:32]3)[cH:14][c:15]([C:18]([F:19])([F:20])[F:21])[cH:16][cH:17]2)[cH:8][cH:9][cH:10]1)=[O:33].[Cl:34][C:35](=[O:36])[O:37][CH3:38]>>[CH3:1][O:2][C:3]([CH2:4][c:5]1[cH:6][c:7]([O:11][c:12]2[c:13]([CH2:22][N:23]([CH:24]3[CH2:25][c:26]4[cH:27][cH:28][cH:29][cH:30][c:31]4[CH2:32]3)[C:35](=[O:36])[O:37][CH3:38])[cH:14][c:15]([C:18]([F:19])([F:20])[F:21])[cH:16][cH:17]2)[cH:8][cH:9][cH:10]1)=[O:33]. Reactants: O1C2COCC21 (3,4-epoxytetrahydrofuran), C(C=C)NCC=C (diallylamine). Solvent: C(C)O (ethanol). Conditions: temperature 75 celsius, time 2 day. The product is C(C=C)N([C@H]1[C@@H](COC1)O)CC=C (trans-4-(diprop-2-en-1-ylamino)tetrahydrofuran-3-ol). RXN SMILES: [O:1]1[CH:6]2[CH:2]1[CH2:3][O:4][CH2:5]2.[CH2:7]([NH:10][CH2:11][CH:12]=[CH2:13])[CH:8]=[CH2:9]>C(O)C>[CH2:7]([N:10]([CH2:11][CH:12]=[CH2:13])[C@@H:6]1[CH2:5][O:4][CH2:3][C@H:2]1[OH:1])[CH:8]=[CH2:9]. Reported procedure: To a solution of 3,4-epoxytetrahydrofuran (57.4 g, 0.67 mol) in ethanol (344 mL) was added diallylamine (194 g, 2.00 mol). The reaction mixture was heated to 75° C. After 2 days, the reaction mixture was cooled and concentrated under reduced pressure to afford trans-4-(diprop-2-en-1-ylamino)tetrahydrofuran-3-ol. The material was used without further purification.